This data is from the Open Reaction Database (ORD), a public repository of structured organic reaction records. The task is: describe an organic reaction: reactants, conditions, products, and yield Reactants: [H-].[Na+] (sodium hydride), C(C)(=O)N1CC(C2=CC=C(C=C12)N1C(NC(C1=O)(C)C)=O)(C)C (3-(1-acetyl-3,3-dimethyl-2,3-dihydro-1H-indol-6-yl)-5,5-dimethylimidazolidine-2,4-dione), ClC1=NC=CC(=C1)CCl (2-chloro-4-chloromethylpyridine). Run in O (water), CN(C=O)C (dimethylformamide), CN(C=O)C (dimethylformamide). Reaction conditions: temperature 25 celsius, time 1.5 hour. Product: C(C)(=O)N1CC(C2=CC=C(C=C12)N1C(N(C(C1=O)(C)C)CC1=CC(=NC=C1)Cl)=O)(C)C (3-(1-acetyl-3,3-dimethyl-2,3-dihydro-1H-indol-6-yl)-1-[(2-chloropyridin-4-yl)methyl]-5,5-dimethylimidazolidine-2,4-dione). The yield is 92.6%. Reaction SMILES: [H-].[Na+].[C:3]([N:6]1[C:14]2[C:9](=[CH:10][CH:11]=[C:12]([N:15]3[C:19](=[O:20])[C:18]([CH3:22])([CH3:21])[NH:17][C:16]3=[O:23])[CH:13]=2)[C:8]([CH3:25])([CH3:24])[CH2:7]1)(=[O:5])[CH3:4].[Cl:26][C:27]1[CH:32]=[C:31]([CH2:33]Cl)[CH:30]=[CH:29][N:28]=1>CN(C)C=O.O>[C:3]([N:6]1[C:14]2[C:9](=[CH:10][CH:11]=[C:12]([N:15]3[C:19](=[O:20])[C:18]([CH3:22])([CH3:21])[N:17]([CH2:33][C:31]4[CH:30]=[CH:29][N:28]=[C:27]([Cl:26])[CH:32]=4)[C:16]3=[O:23])[CH:13]=2)[C:8]([CH3:25])([CH3:24])[CH2:7]1)(=[O:5])[CH3:4] |f:0.1|. Procedure: To 949 mg of sodium hydride are added dropwise, under argon, 5 mL of dimethylformamide, followed by addition of a solution of 6.8 g of 3-(1-acetyl-3,3-dimethyl-2,3-dihydro-1H-indol-6-yl)-5,5-dimethylimidazolidine-2,4-dione obtained in stage g) below in 40 mL of dimethylformamide. The solution obtained is stirred for 1.5 hours at 25° C., followed by addition of 5.24 g of 2-chloro-4-chloromethylpyridine obtained in stage b) below. The reaction mixture is stirred at room temperature for 15 hours an...